This data is from the Open Reaction Database (ORD), a public repository of structured organic reaction records. The task is: describe an organic reaction: reactants, conditions, products, and yield Starting materials: C(C1=CC=CC=C1)(=O)C1=C(C(=O)OC)C=CC=N1 (Methyl 2-Benzoylnicotinate). The reagents and catalysts are S(=O)(=O)([O-])[O-].[Cu+2] (copper (II) sulfate), [Zn] (zinc). The solvent is [OH-].[NH4+] (ammonium hydroxide). Yields the product C(C1=CC=CC=C1)C1=C(C(=O)O)C=CC=N1 (2-benzylnicotinic acid). Yield: 32.8%. As a reaction SMILES: [C:1]([C:9]1[N:18]=[CH:17][CH:16]=[CH:15][C:10]=1[C:11]([O:13]C)=[O:12])(=O)[C:2]1[CH:7]=[CH:6][CH:5]=[CH:4][CH:3]=1>[OH-].[NH4+].S([O-])([O-])(=O)=O.[Cu+2].[Zn]>[CH2:1]([C:9]1[N:18]=[CH:17][CH:16]=[CH:15][C:10]=1[C:11]([OH:13])=[O:12])[C:2]1[CH:3]=[CH:4][CH:5]=[CH:6][CH:7]=1 |f:1.2,3.4|. Reported procedure: Methyl 2-Benzoylnicotinate (2.41 g., 10 mmoles) was dissolved in 250 ml ammonium hydroxide. To this solution was carefully added a catalytic amount of copper (II) sulfate (approx. 100 mg) and zinc powder (7.0 g., 100 mmoles). The mixture was refluxed for 6 days and allowed to cool. The mixture was filtered (pad of celite), acidified to pH 5 with 1N HCl, exhaustively extracted with ethyl acetate, washed with brine, dried over sodium sulfate, filtered, concentrated under vacuum, and purified by co... Starting materials: C1CCOC1, COC(=O)CCC(C(N)=O)N1Cc2c(O)cccc2C1=O, OCc1cn2cc(CN3CCOCC3)ccc2n1. Product: COC(=O)CCC(C(N)=O)N1Cc2c(OCc3cn4cc(CN5CCOCC5)ccc4n3)cccc2C1=O. As a reaction SMILES: [CH2:40]1[O:41][CH2:42][CH2:43][CH2:44]1.[NH2:1][C:2]([CH:3]([CH2:4][CH2:5][C:6](=[O:7])[O:8][CH3:9])[N:10]1[C:11](=[O:20])[c:12]2[cH:13][cH:14][cH:15][c:16]([OH:19])[c:17]2[CH2:18]1)=[O:21].[O:22]1[CH2:23][CH2:24][N:25]([CH2:28][c:29]2[cH:30][cH:31][c:32]3[n:33]([cH:34]2)[cH:35][c:36]([CH2:38][OH:39])[n:37]3)[CH2:26][CH2:27]1>>[NH2:1][C:2]([CH:3]([CH2:4][CH2:5][C:6](=[O:7])[O:8][CH3:9])[N:10]1[C:11](=[O:20])[c:12]2[cH:13][cH:14][cH:15][c:16]([O:19][CH2:38][c:36]3[cH:35][n:33]4[c:32]([cH:31][cH:30][c:29]([CH2:28][N:25]5[CH2:24][CH2:23][O:22][CH2:27][CH2:26]5)[cH:34]4)[n:37]3)[c:17]2[CH2:18]1)=[O:21]. Starting materials: CC#N, O=C(CNC(=O)c1cccc(C(F)(F)F)c1)NCC1CCNCC1, FC(F)(F)Oc1cccc(CBr)c1, O=C=Nc1ccccc1. Yields the product O=C(CNC(=O)c1cccc(C(F)(F)F)c1)NCC1CCN(Cc2cccc(OC(F)(F)F)c2)CC1. As a reaction SMILES: [CH3:47][C:48]#[N:49].[F:1][C:2]([c:3]1[cH:4][c:5]([C:6](=[O:7])[NH:8][CH2:9][C:10](=[O:11])[NH:12][CH2:13][CH:14]2[CH2:15][CH2:16][NH:17][CH2:18][CH2:19]2)[cH:20][cH:21][cH:22]1)([F:23])[F:24].[F:25][C:26]([O:27][c:28]1[cH:29][c:30]([CH2:31][Br:32])[cH:33][cH:34][cH:35]1)([F:36])[F:37].[O:38]=[C:39]=[N:40][c:41]1[cH:42][cH:43][cH:44][cH:45][cH:46]1>>[F:1][C:2]([c:3]1[cH:4][c:5]([C:6](=[O:7])[NH:8][CH2:9][C:10](=[O:11])[NH:12][CH2:13][CH:14]2[CH2:15][CH2:16][N:17]([CH2:31][c:30]3[cH:29][c:28]([O:27][C:26]([F:25])([F:36])[F:37])[cH:35][cH:34][cH:33]3)[CH2:18][CH2:19]2)[cH:20][cH:21][cH:22]1)([F:23])[F:24]. Reactants: ClC1=C(C(=CC=C1)F)C(N)=NNC1=CC=C(C=C1)I (2-chloro-6-fluoro-N′-(4-iodophenyl)benzene carbohydrazonamide), N1=CC=CC=C1 (pyridine), C(=O)(Cl)Cl (phosgene). Solvent: C(Cl)(Cl)Cl (CHCl3). Product: ClC1=C(C(=CC=C1)F)C=1NC(N(N1)C1=CC=C(C=C1)I)=O (5-(2-chloro-6-fluorophenyl)-2-(4-iodophenyl)-2,4-dihydro-3H-1,2,4-triazol-3-one). The yield is 41.7%. As a reaction SMILES: [Cl:1][C:2]1[CH:7]=[CH:6][CH:5]=[C:4]([F:8])[C:3]=1[C:9](=[N:11][NH:12][C:13]1[CH:18]=[CH:17][C:16]([I:19])=[CH:15][CH:14]=1)[NH2:10].N1C=CC=CC=1.[C:26](Cl)(Cl)=[O:27]>C(Cl)(Cl)Cl>[Cl:1][C:2]1[CH:7]=[CH:6][CH:5]=[C:4]([F:8])[C:3]=1[C:9]1[NH:10][C:26](=[O:27])[N:12]([C:13]2[CH:18]=[CH:17][C:16]([I:19])=[CH:15][CH:14]=2)[N:11]=1. Procedure: The title a compound was prepared according to the procedure described in step-4 of Intermediate-1 using 2-chloro-6-fluoro-N′-(4-iodophenyl)benzene carbohydrazonamide (0.900 g, 2.31 mmol), pyridine (0.65 mL, 5.79 mmol), phosgene (2.50 mL, 4.63 mmol) and CHCl3 (20 mL). The obtained crude product was purified with column chromatography on silica gel eluting with 1.0% MeOH:DCM to afford 0.400 g of the desired product. 1H NMR (300 MHz, DMSO d6): δ 7.47 (t, J=9.0 Hz, 2H), 7.54-7.82 (m, 5H), 12.62 (s,... The product is CCCc1c(OCCCCBr)ccc2c(C(F)(F)F)noc12. The reactants are BrCCCCBr, O=C([O-])[O-], CCOC(C)=O, [Cs+], [Cs+], CN(C)C=O, CCCc1c(O)ccc2c(C(F)(F)F)noc12. RXN SMILES: [Br:23][CH2:24][CH2:25][CH2:26][CH2:27][Br:28].[C:29](=[O:30])([O-:31])[O-:32].[CH3:35][CH2:36][O:37][C:38](=[O:39])[CH3:40].[Cs+:33].[Cs+:34].[O:1]=[CH:2][N:3]([CH3:4])[CH3:5].[OH:6][c:7]1[c:8]([CH2:20][CH2:21][CH3:22])[c:9]2[c:10]([c:11]([C:14]([F:15])([F:16])[F:17])[n:12][o:13]2)[cH:18][cH:19]1>>[O:6]([c:7]1[c:8]([CH2:20][CH2:21][CH3:22])[c:9]2[c:10]([c:11]([C:14]([F:15])([F:16])[F:17])[n:12][o:13]2)[cH:18][cH:19]1)[CH2:27][CH2:26][CH2:25][CH2:24][Br:23]. Starting materials: [Na] (sodium), C(#N)C=1C(NC(N(C1)C1=C(C=CC=C1)CC)=O)=O (5-cyano-1-(2-ethylphenyl)uracil), C(#N)C=1C(NC(N(C1)C1=C(C=CC=C1CC)CC)=O)=O (5-cyano-1-(2,6-diethylphenyl)uracil), C(#N)C=1C(NC(N(C1)C1=C(C=CC=C1)C(C)C)=O)=O (5-cyano-1-(2-isopropylphenyl)uracil), ClC(SCl)(Cl)Cl (trichloromethanesulphenyl chloride). The product is C(#N)C=1C(N(C(N(C1)C1=C(C=CC=C1)CC)=O)SC(Cl)(Cl)Cl)=O (5-cyano-1-(2-ethylphenyl)-3-trichloromethanesulphenyluracil), C(#N)C=1C(N(C(N(C1)C1=C(C=CC=C1CC)CC)=O)SC(Cl)(Cl)Cl)=O (5-cyano-1-(2,6-diethylphenyl)-3-trichloromethanesulphenyluracil), C(#N)C=1C(N(C(N(C1)C1=C(C=CC=C1)C(C)C)=O)SC(Cl)(Cl)Cl)=O (5-cyano-1-(2-isopropylphenyl)-3-trichloromethanesulphenyluracil). As a reaction SMILES: [Cl:1][C:2]([Cl:6])([Cl:5])[S:3]Cl.[Na].[C:8]([C:10]1[C:11](=[O:25])[NH:12][C:13](=[O:24])[N:14]([C:16]2[CH:21]=[CH:20][CH:19]=[CH:18][C:17]=2[CH2:22][CH3:23])[CH:15]=1)#[N:9].[C:26]([C:28]1[C:29](=[O:45])[NH:30][C:31](=[O:44])[N:32]([C:34]2[C:39]([CH2:40][CH3:41])=[CH:38][CH:37]=[CH:36][C:35]=2[CH2:42][CH3:43])[CH:33]=1)#[N:27].[C:46]([C:48]1[C:49](=[O:64])[NH:50][C:51](=[O:63])[N:52]([C:54]2[CH:59]=[CH:58][CH:57]=[CH:56][C:55]=2[CH:60]([CH3:62])[CH3:61])[CH:53]=1)#[N:47]>>[C:8]([C:10]1[C:11](=[O:25])[N:12]([S:3][C:2]([Cl:6])([Cl:5])[Cl:1])[C:13](=[O:24])[N:14]([C:16]2[CH:21]=[CH:20][CH:19]=[CH:18][C:17]=2[CH2:22][CH3:23])[CH:15]=1)#[N:9].[C:26]([C:28]1[C:29](=[O:45])[N:30]([S:3][C:2]([Cl:6])([Cl:5])[Cl:1])[C:31](=[O:44])[N:32]([C:34]2[C:39]([CH2:40][CH3:41])=[CH:38][CH:37]=[CH:36][C:35]=2[CH2:42][CH3:43])[CH:33]=1)#[N:27].[C:46]([C:48]1[C:49](=[O:64])[N:50]([S:3][C:2]([Cl:6])([Cl:5])[Cl:1])[C:51](=[O:63])[N:52]([C:54]2[CH:59]=[CH:58][CH:57]=[CH:56][C:55]=2[CH:60]([CH3:61])[CH3:62])[CH:53]=1)#[N:47] |^1:6|. Procedure details: Following the procedure of Example 1, trichloromethanesulphenyl chloride is reacted with the sodium salt of each of 5-cyano-1-(2-ethylphenyl)uracil, 5-cyano-1-(2,6-diethylphenyl)uracil and 5-cyano-1-(2-isopropylphenyl)uracil to yield 5-cyano-1-(2-ethylphenyl)-3-trichloromethanesulphenyluracil, 5-cyano-1-(2,6-diethylphenyl)-3-trichloromethanesulphenyluracil and 5-cyano-1-(2-isopropylphenyl)-3-trichloromethanesulphenyluracil. The reactants are BrC=1N=C2C(=NC1Cl)N(CCC2)CCCCCCC(=O)[O-] (7-(2-bromo-3-chloro-7,8-dihydropyrido[2,3-b]pyrazin-5(6H)-yl)heptanoate), BrC=1N=C2C(=NC1Cl)N(C(CC2)=O)CCCCCCC(=O)OCC (Ethyl 7-(2-bromo-3-chloro-6-oxo-7,8-dihydropyrido[2,3-b]pyrazin-5(6H)-yl)heptanoate), CO (MeOH). The solvent is C1CCOC1 (THF). Reaction conditions: temperature 0 celsius, time 30 minute. Yields the product BrC=1N=C2C(=NC1Cl)N(CCC2)CCCCCCC(=O)OCC (ethyl 7-(2-bromo-3-chloro-7,8-dihydropyrido[2,3-b]pyrazin-5(6H)-yl)heptanoate). Reaction SMILES: BrC1N=C2CCCN(CCCCCCC([O-])=O)C2=NC=1Cl.[Br:22][C:23]1[N:24]=[C:25]2[CH2:33][CH2:32][C:31](=O)[N:30]([CH2:35][CH2:36][CH2:37][CH2:38][CH2:39][CH2:40][C:41]([O:43][CH2:44][CH3:45])=[O:42])[C:26]2=[N:27][C:28]=1[Cl:29].CO>C1COCC1>[Br:22][C:23]1[N:24]=[C:25]2[CH2:33][CH2:32][CH2:31][N:30]([CH2:35][CH2:36][CH2:37][CH2:38][CH2:39][CH2:40][C:41]([O:43][CH2:44][CH3:45])=[O:42])[C:26]2=[N:27][C:28]=1[Cl:29]. Reported procedure: 7-(2-bromo-3-chloro-7,8-dihydropyrido[2,3-b]pyrazin-5(6H)-yl)heptanoate A cooled (0° C.) solution of ethyl 7-(2-bromo-3-chloro-6-oxo-7,8-dihydropyrido[2,3-b]pyrazin-5(6H)-yl)heptanoate (step 1)(1.0 g, 2.388 mmol) in THF (10 ml) under a nitrogen atmosphere was treated with borane-methyl sulfide complex over 30 mins. The resulting mixture was stirred at 0° C. for 2 h 30 minutes and stored in a fridge overnight. The mixture was cooled in an ice bath and cautiously treated with MeOH (5 ml). The yell... Reactants: ClC=1C=C(C=CC1)CC#N (2-(3-chlorophenyl)acetonitrile), BrCCCCBr (1,4-dibromobutane), FC(C1=CC=C(C=C1)C1(CCCC1)C#N)(F)F (1-(4-trifluoromethyl-phenyl)-cyclopentanecarbonitrile). Yields the product ClC=1C=C(C=CC1)C1(CCCC1)C#N (1-(3-Chlorophenyl)cyclopentanecarbonitrile). Reaction SMILES: [Cl:1][C:2]1[CH:3]=[C:4]([CH2:8][C:9]#[N:10])[CH:5]=[CH:6][CH:7]=1.Br[CH2:12][CH2:13][CH2:14][CH2:15]Br.FC(F)(F)C1C=CC(C2(C#N)CCCC2)=CC=1>>[Cl:1][C:2]1[CH:3]=[C:4]([C:8]2([C:9]#[N:10])[CH2:15][CH2:14][CH2:13][CH2:12]2)[CH:5]=[CH:6][CH:7]=1. Reported procedure: 1-(3-Chlorophenyl)cyclopentanecarbonitrile (494) was synthesized from 2-(3-chlorophenyl)acetonitrile (493) and 1,4-dibromobutane following the procedure described for 1-(4-trifluoromethyl-phenyl)-cyclopentanecarbonitrile (237). The reactants are COc1ccc(C2=NN(C3CCNCC3)C(=O)C2(C)C)cc1OC, O=C(O)c1cccc2cnccc12. Yields the product COc1ccc(C2=NN(C3CCN(C(=O)c4cccc5cnccc45)CC3)C(=O)C2(C)C)cc1OC. RXN SMILES: [CH3:1][O:2][c:3]1[cH:4][c:5]([C:11]2=[N:15][N:14]([CH:16]3[CH2:17][CH2:18][NH:19][CH2:20][CH2:21]3)[C:13](=[O:22])[C:12]2([CH3:23])[CH3:24])[cH:6][cH:7][c:8]1[O:9][CH3:10].[cH:25]1[n:26][cH:27][cH:28][c:29]2[c:30]([C:35](=[O:36])[OH:37])[cH:31][cH:32][cH:33][c:34]12>>[CH3:1][O:2][c:3]1[cH:4][c:5]([C:11]2=[N:15][N:14]([CH:16]3[CH2:17][CH2:18][N:19]([C:35]([c:30]4[c:29]5[cH:28][cH:27][n:26][cH:25][c:34]5[cH:33][cH:32][cH:31]4)=[O:36])[CH2:20][CH2:21]3)[C:13](=[O:22])[C:12]2([CH3:23])[CH3:24])[cH:6][cH:7][c:8]1[O:9][CH3:10]. Reactants: CN1CCN(CC1)C(=O)OC(C)(C)C (tert-butyl 4-methylpiperazine-1-carboxylate), CN(CCN(C)C)C (N,N,N′,N′-tetramethylethane-1,2-diamine), C(C1=CC=CC=C1)N1CCC(CC1)=O (1-benzylpiperidin-4-one), [Cl-].[NH4+] (ammonium chloride), C(C)(CC)[Li] (sec-butyllithium). Run in O1CCCC1 (tetrahydrofuran), O1CCCC1 (tetrahydrofuran). Conditions: temperature -78 celsius. Product: C(C1=CC=CC=C1)N1CCC2(CC1)OC(N1C2CN(CC1)C)=O (1′-benzyl-7-methyltetrahydro-5H-spiro[1,3-oxazolo[3,4-a]pyrazine-1,4′-piperidin]-3-one). The yield is 46.2%. Reaction SMILES: [CH3:1][N:2]1[CH2:7][CH2:6][N:5]([C:8]([O:10][C:11]([CH3:14])([CH3:13])C)=[O:9])[CH2:4][CH2:3]1.CN(C)CCN(C)C.C([Li])(CC)C.[CH2:28]([N:35]1[CH2:40]CC(=O)C[CH2:36]1)[C:29]1[CH:34]=[CH:33][CH:32]=[CH:31][CH:30]=1.[Cl-].[NH4+]>O1CCCC1>[CH2:28]([N:35]1[CH2:40][CH2:13][C:11]2([CH:6]3[CH2:7][N:2]([CH3:1])[CH2:3][CH2:4][N:5]3[C:8](=[O:9])[O:10]2)[CH2:14][CH2:36]1)[C:29]1[CH:34]=[CH:33][CH:32]=[CH:31][CH:30]=1 |f:4.5|. Procedure details: A mixture of tert-butyl 4-methylpiperazine-1-carboxylate (24.2 g), N,N,N′,N′-tetramethylethane-1,2-diamine (21 g) and tetrahydrofuran (500 mL) was cooled to −78° C. under a nitrogen atmosphere, and sec-butyllithium (184 mL, 1.3M cyclohexane solution) was added dropwise over 1.5 hr while stirring. Furthermore, the mixture was stirred at the same temperature for 2 hr, the reaction system was heated to 30° C., and the mixture was stirred for 1.5 hr. Thereafter, the reaction system was cooled again ...